Dataset: the Open Reaction Database (ORD), a public repository of structured organic reaction records. Task: describe an organic reaction: reactants, conditions, products, and yield The reactants are CCOc1nc(S(C)=O)nc(N2CCS(=O)CC2)c1[N+](=O)[O-], C1CNCCN1, CCO, O. The product is CCOc1nc(N2CCNCC2)nc(N2CCS(=O)CC2)c1[N+](=O)[O-]. Reaction SMILES: [CH2:1]([CH3:2])[O:3][c:4]1[c:5]([N+:20](=[O:21])[O-:22])[c:6]([N:13]2[CH2:14][CH2:15][S:16](=[O:19])[CH2:17][CH2:18]2)[n:7][c:8]([S:10]([CH3:11])=[O:12])[n:9]1.[CH2:23]1[CH2:24][NH:25][CH2:26][CH2:27][NH:28]1.[CH3:30][CH2:31][OH:32].[OH2:29]>>[CH2:1]([CH3:2])[O:3][c:4]1[c:5]([N+:20](=[O:21])[O-:22])[c:6]([N:13]2[CH2:14][CH2:15][S:16](=[O:19])[CH2:17][CH2:18]2)[n:7][c:8]([N:25]2[CH2:24][CH2:23][NH:28][CH2:27][CH2:26]2)[n:9]1.